From a dataset of the Open Reaction Database (ORD), a public repository of structured organic reaction records. describe an organic reaction: reactants, conditions, products, and yield Reactants: FC(F)(F)c1ccc(Br)cc1, O=C1CCN(Cc2ccccc2)CC1, C1CCOC1, [Mg]. The product is OC1(c2ccc(C(F)(F)F)cc2)CCN(Cc2ccccc2)CC1. RXN SMILES: [Br:2][c:3]1[cH:4][cH:5][c:6]([C:9]([F:10])([F:11])[F:12])[cH:7][cH:8]1.[CH2:13]([c:14]1[cH:15][cH:16][cH:17][cH:18][cH:19]1)[N:20]1[CH2:21][CH2:22][C:23](=[O:26])[CH2:24][CH2:25]1.[CH2:27]1[O:28][CH2:29][CH2:30][CH2:31]1.[Mg:1]>>[c:3]1([C:23]2([OH:26])[CH2:22][CH2:21][N:20]([CH2:13][c:14]3[cH:15][cH:16][cH:17][cH:18][cH:19]3)[CH2:25][CH2:24]2)[cH:4][cH:5][c:6]([C:9]([F:10])([F:11])[F:12])[cH:7][cH:8]1. Procedure details: 100.26 g (0.35 mol) of methyl 16-hydroxyhexadecanoate, 0.60 g (3.5 mmol) of p-toluenesulfonic acid and 350 ml of dichloromethane were introduced into a 1-l flask equipped with a stirrer and a dropping funnel. 32.39 g (0.385 mol) of dihydropyran was added dropwise thereto while stirring at 0° C. After the completion of the addition, the mixture was stirred at room temperature for an hour to thereby complete the reaction. Next, the reaction mixture was neutralized by adding 0.59 g (7 mmol) of NaHC... The solvent is ClCCl (dichloromethane). Yields the product crude product, O1C(CCCC1)OCCCCCCCCCCCCCCCC(=O)OC (methyl 16-(2-tetrahydropyranyloxy)hexadecanoate). Conditions: temperature 0 celsius. Reactants: O1CCCC=C1 (dihydropyran), C(=O)(O)[O-].[Na+] (NaHCO3), OCCCCCCCCCCCCCCCC(=O)OC (methyl 16-hydroxyhexadecanoate), C1(=CC=C(C=C1)S(=O)(=O)O)C (p-toluenesulfonic acid). RXN SMILES: [OH:1][CH2:2][CH2:3][CH2:4][CH2:5][CH2:6][CH2:7][CH2:8][CH2:9][CH2:10][CH2:11][CH2:12][CH2:13][CH2:14][CH2:15][CH2:16][C:17]([O:19][CH3:20])=[O:18].C1(C)C=CC(S(O)(=O)=O)=CC=1.[O:32]1[CH:37]=[CH:36][CH2:35][CH2:34][CH2:33]1.C([O-])(O)=O.[Na+]>ClCCl>[O:32]1[CH2:37][CH2:36][CH2:35][CH2:34][CH:33]1[O:1][CH2:2][CH2:3][CH2:4][CH2:5][CH2:6][CH2:7][CH2:8][CH2:9][CH2:10][CH2:11][CH2:12][CH2:13][CH2:14][CH2:15][CH2:16][C:17]([O:19][CH3:20])=[O:18] |f:3.4|. The reactants are CC1CN(C(=O)OC(C)(C)C)CCN1, O=Cc1cccc(-c2ccnc(Cl)n2)c1. Product: CC1CN(C(=O)OC(C)(C)C)CCN1Cc1cccc(-c2ccnc(Cl)n2)c1. As a reaction SMILES: [C:16](=[O:17])([O:18][C:19]([CH3:20])([CH3:21])[CH3:22])[N:23]1[CH2:24][CH:25]([CH3:29])[NH:26][CH2:27][CH2:28]1.[Cl:1][c:2]1[n:3][cH:4][cH:5][c:6](-[c:8]2[cH:9][c:10]([CH:11]=[O:12])[cH:13][cH:14][cH:15]2)[n:7]1>>[Cl:1][c:2]1[n:3][cH:4][cH:5][c:6](-[c:8]2[cH:9][c:10]([CH2:11][N:26]3[CH:25]([CH3:29])[CH2:24][N:23]([C:16](=[O:17])[O:18][C:19]([CH3:20])([CH3:21])[CH3:22])[CH2:28][CH2:27]3)[cH:13][cH:14][cH:15]2)[n:7]1. Reactants: CCCOC(=O)C(CC(=O)N1CC2CC=CCC2C1)Cc1ccccc1, CCO, [Na+], [OH-]. The product is O=C(O)C(CC(=O)N1CC2CC=CCC2C1)Cc1ccccc1. As a reaction SMILES: [CH2:1]([c:2]1[cH:3][cH:4][cH:5][cH:6][cH:7]1)[CH:8]([C:9](=[O:10])[O:11][CH2:12][CH2:13][CH3:14])[CH2:15][C:16](=[O:17])[N:18]1[CH2:19][CH:20]2[CH2:21][CH:22]=[CH:23][CH2:24][CH:25]2[CH2:26]1.[CH3:29][CH2:30][OH:31].[Na+:28].[OH-:27]>>[CH2:1]([c:2]1[cH:3][cH:4][cH:5][cH:6][cH:7]1)[CH:8]([C:9](=[O:10])[OH:11])[CH2:15][C:16](=[O:17])[N:18]1[CH2:19][CH:20]2[CH2:21][CH:22]=[CH:23][CH2:24][CH:25]2[CH2:26]1. Starting materials: CC(CN)(C)C=1SC=C(N1)C1=CC=CC=C1 (2-methyl-2-(4-phenylthiazol-2-yl)propan-1-amine), FC(C1=NC(=NO1)C=1C=C(C(=O)O)C=CC1)(F)F (3-(5-(trifluoromethyl)-1,2,4-oxadiazol-3-yl)benzoic acid). The product is CC(CNC(C1=CC(=CC=C1)C1=NOC(=N1)C(F)(F)F)=O)(C)C=1SC=C(N1)C1=CC=CC=C1 (N-(2-Methyl-2-(4-phenylthiazol-2-yl)propyl)-3-(5-(trifluoromethyl)-1,2,4-oxadiazol-3-yl)benzamide). Isolated yield 38.0%. Reaction SMILES: [CH3:1][C:2]([C:6]1[S:7][CH:8]=[C:9]([C:11]2[CH:16]=[CH:15][CH:14]=[CH:13][CH:12]=2)[N:10]=1)([CH3:5])[CH2:3][NH2:4].[F:17][C:18]([F:34])([F:33])[C:19]1[O:23][N:22]=[C:21]([C:24]2[CH:25]=[C:26]([CH:30]=[CH:31][CH:32]=2)[C:27](O)=[O:28])[N:20]=1>>[CH3:5][C:2]([C:6]1[S:7][CH:8]=[C:9]([C:11]2[CH:16]=[CH:15][CH:14]=[CH:13][CH:12]=2)[N:10]=1)([CH3:1])[CH2:3][NH:4][C:27](=[O:28])[C:26]1[CH:30]=[CH:31][CH:32]=[C:24]([C:21]2[N:20]=[C:19]([C:18]([F:34])([F:33])[F:17])[O:23][N:22]=2)[CH:25]=1. Procedure: This compound was synthesized from 2-methyl-2-(4-phenylthiazol-2-yl)propan-1-amine and 3-(5-(trifluoromethyl)-1,2,4-oxadiazol-3-yl)benzoic acid as described in example 8 step 6 (75 mg, yield 38%). 1H NMR (400 MHz, MeOD) δ 8.52 (t, J=1.8 Hz, 1H), 8.27 (d, J=7.8 Hz, 1H), 8.03 (d, J=8.0 Hz, 1H), 7.92-7.90 (m, 2H), 7.69 (s, 1H), 7.67-7.63 (t, J=7.8 Hz, 1H), 7.36-7.29 (m, 2H), 7.28-7.26 (m, 1H), 3.79 (d, J=6.3 Hz, 2H), 1.58 (s, 6H). MS (ESI) m/z: Calculated for C23H19F3N4O2S: 472.12. found: 473.0 (M+... Reactants: ClC1=CC=C2C(=N1)N(C(=N2)C=2SC1=C(N2)C(=CC=C1N1CCOCC1)OC)COC (5-Chloro-3-methoxymethyl-2-(4-methoxy-7-morpholin-4-yl-benzothiazol-2-yl)-3H-imidazo[4,5-b]pyridine). Solvent: N1CCOCC1 (morpholine). Conditions: temperature 150 celsius. The product is COCN1C(=NC=2C1=NC(=CC2)N2CCOCC2)C=2SC1=C(N2)C(=CC=C1N1CCOCC1)OC (3-methoxymethyl-2-(4-methoxy-7-morpholin-4-yl-benzothiazol-2-yl)-5-morpholin-4-yl-3H-imidazo[4,5-b]pyridine). The yield is 135.5%. Reaction SMILES: Cl[C:2]1[N:7]=[C:6]2[N:8]([CH2:28][O:29][CH3:30])[C:9]([C:11]3[S:12][C:13]4[C:19]([N:20]5[CH2:25][CH2:24][O:23][CH2:22][CH2:21]5)=[CH:18][CH:17]=[C:16]([O:26][CH3:27])[C:14]=4[N:15]=3)=[N:10][C:5]2=[CH:4][CH:3]=1>N1CCOCC1>[CH3:30][O:29][CH2:28][N:8]1[C:6]2=[N:7][C:2]([N:20]3[CH2:25][CH2:24][O:23][CH2:22][CH2:21]3)=[CH:3][CH:4]=[C:5]2[N:10]=[C:9]1[C:11]1[S:12][C:13]2[C:19]([N:20]3[CH2:25][CH2:24][O:23][CH2:22][CH2:21]3)=[CH:18][CH:17]=[C:16]([O:26][CH3:27])[C:14]=2[N:15]=1. Procedure: g 5-Chloro-3-methoxymethyl-2-(4-methoxy-7-morpholin-4-yl-benzothiazol-2-yl)-3H-imidazo[4,5-b]pyridine (0.22 mmol) were dissolved in morpholine (5 ml) in an autoclave and heated to 150° C. for 16 h. The residue was triturated in water whereupon a precipitate formed, which was isolated and dried in vacuo. 0.074 g 3-methoxymethyl-2-(4-methoxy-7-morpholin-4-yl-benzothiazol-2-yl)-5-morpholin-4-yl-3H-imidazo[4,5-b]pyridine (66%) were obtained as a yellow solid; M.p.: 126–128° C. The reactants are CC(=O)[O-], CC(=O)[O-], CCCC[Sn+2]CCCC, CN=C=O, ClCCl, CS(=O)c1c(C=NO)nn(-c2c(Cl)cc(C(F)(F)F)cc2Cl)c1N. The product is CNC(=O)ON=Cc1nn(-c2c(Cl)cc(C(F)(F)F)cc2Cl)c(N)c1S(C)=O. Reaction SMILES: [C:29]([O-:30])(=[O:31])[CH3:32].[C:33]([O-:34])(=[O:35])[CH3:36].[CH2:37]([Sn+2:38][CH2:39][CH2:40][CH2:41][CH3:42])[CH2:43][CH2:44][CH3:45].[CH3:25][N:26]=[C:27]=[O:28].[Cl:46][CH2:47][Cl:48].[NH2:1][c:2]1[c:3]([S:22](=[O:23])[CH3:24])[c:4]([CH:19]=[N:20][OH:21])[n:5][n:6]1-[c:7]1[c:8]([Cl:18])[cH:9][c:10]([C:14]([F:15])([F:16])[F:17])[cH:11][c:12]1[Cl:13]>>[NH2:1][c:2]1[c:3]([S:22](=[O:23])[CH3:24])[c:4]([CH:19]=[N:20][O:21][C:27]([NH:26][CH3:25])=[O:28])[n:5][n:6]1-[c:7]1[c:8]([Cl:18])[cH:9][c:10]([C:14]([F:15])([F:16])[F:17])[cH:11][c:12]1[Cl:13]. Reactants: C(C)(C)(C)[Si](O[C@H](CON1C(C2=CC=CC=C2C1=O)=O)C)(C)C (2-[(S)-2-(tert-butyl-dimethyl-silanyloxy)-propoxy]-isoindole-1,3-dione), CNN (methyl hydrazine). Solvent: C(Cl)Cl (DCM). Reaction conditions: temperature 0 celsius, time 30 minute. Yields the product C(C)(C)(C)[Si](O[C@H](CON)C)(C)C (O—[(S)-2-(tert-Butyl-dimethyl-silanyloxy)-propyl]hydroxylamine). As a reaction SMILES: [C:1]([Si:5]([CH3:23])([CH3:22])[O:6][C@@H:7]([CH3:21])[CH2:8][O:9][N:10]1C(=O)C2C(=CC=CC=2)C1=O)([CH3:4])([CH3:3])[CH3:2].CNN>C(Cl)Cl>[C:1]([Si:5]([CH3:23])([CH3:22])[O:6][C@@H:7]([CH3:21])[CH2:8][O:9][NH2:10])([CH3:3])([CH3:4])[CH3:2]. Reported procedure: To a cold solution of crude 2-[(S)-2-(tert-butyl-dimethyl-silanyloxy)-propoxy]-isoindole-1,3-dione (0.28 mol) in DCM (200 ml) at 0° C. was added methyl hydrazine (14.74 mol, 0.28 mol). The reaction mixture was stirred at 0° C. for 30 minutes then filtered and the filtrate concentrated in vacuo. The resultant residue was subjected to distillation (b.p. 108-112° C. at 2-10 mbar) to yield the title compound as a colourless oil. (42.63 g, 74% from ethyl lactate). 1H NMR (CDCl3, 400 MHz) 5.36 (2H, s)... Starting materials: O=[N+]([O-])c1ccc(Br)cc1Br, CCCCO, NC1CCCC1. Yields the product O=[N+]([O-])c1ccc(Br)cc1NC1CCCC1. Reaction SMILES: [Br:7][c:8]1[c:9]([N+:15](=[O:16])[O-:17])[cH:10][cH:11][c:12]([Br:14])[cH:13]1.[CH2:18]([OH:19])[CH2:20][CH2:21][CH3:22].[CH:1]1([NH2:6])[CH2:2][CH2:3][CH2:4][CH2:5]1>>[CH:1]1([NH:6][c:8]2[c:9]([N+:15](=[O:16])[O-:17])[cH:10][cH:11][c:12]([Br:14])[cH:13]2)[CH2:2][CH2:3][CH2:4][CH2:5]1. Starting materials: CC1(OC2=C(C3(C1O3)C3=NC=CC=C3)C=C(C=C2)C#N)C (1a,7b-dihydro-2,2-dimethyl-7b-(2-pyridyl)-2H-oxireno[c][1]benzopyran-6-carbonitrile). The reagents and catalysts are [Pd] (palladium-on-charcoal). The solvent is C(C)O (ethanol). Run at time 8 hour. Product: O[C@@H]1C(OC2=C([C@@H]1C1=NC=CC=C1)C=C(C=C2)C#N)(C)C (rac-cis-3,4-dihydro-3-hydroxy-2,2-dimethyl-4-(2-pyridyl)-2H-1-benzopyran-6-carbonitrile), O[C@@H]1C(OC2=C([C@H]1C1=NC=CC=C1)C=C(C=C2)C#N)(C)C (rac-trans-3,4-dihydro-3-hydroxy-2,2-dimethyl-4-(2-pyridyl)-2H-1-benzopyran-6-carbonitrile). RXN SMILES: [CH3:1][C:2]1([CH3:21])[CH:7]2[O:8][C:6]2([C:9]2[CH:14]=[CH:13][CH:12]=[CH:11][N:10]=2)[C:5]2[CH:15]=[C:16]([C:19]#[N:20])[CH:17]=[CH:18][C:4]=2[O:3]1>C(O)C.[Pd]>[OH:8][C@H:7]1[C@@H:6]([C:9]2[CH:14]=[CH:13][CH:12]=[CH:11][N:10]=2)[C:5]2[CH:15]=[C:16]([C:19]#[N:20])[CH:17]=[CH:18][C:4]=2[O:3][C:2]1([CH3:21])[CH3:1].[OH:8][C@H:7]1[C@H:6]([C:9]2[CH:14]=[CH:13][CH:12]=[CH:11][N:10]=2)[C:5]2[CH:15]=[C:16]([C:19]#[N:20])[CH:17]=[CH:18][C:4]=2[O:3][C:2]1([CH3:21])[CH3:1]. Reported procedure: 646 mg of 1a,7b-dihydro-2,2-dimethyl-7b-(2-pyridyl)-2H-oxireno[c][1]benzopyran-6-carbonitrile were dissolved in 100 ml of ethanol and 100 mg of 10% palladium-on-charcoal were added. The mixture was shaken under a hydrogen atmosphere overnight and then filtered. The filtrate was evaporated and the resulting oil was chromatographed twice on silica gel, with the elution being carried out initially using ethyl acetate/petroleum ether (1:3) and then 1% to 2% (v/v) methanol/dichloromethane. There were...